From a dataset of the Open Reaction Database (ORD), a public repository of structured organic reaction records. describe an organic reaction: reactants, conditions, products, and yield The reactants are CCOC(=O)Nc1c(C)c([N+](=O)[O-])cc(CC)c1C(=O)OCC, CCO, [H][H]. The product is CCOC(=O)Nc1c(C)c(N)cc(CC)c1C(=O)OCC. As a reaction SMILES: [CH2:1]([CH3:2])[O:3][C:4](=[O:5])[NH:6][c:7]1[c:8]([C:9](=[O:10])[O:11][CH2:12][CH3:13])[c:14]([CH2:22][CH3:23])[cH:15][c:16]([N+:19]([O-:20])=[O:21])[c:17]1[CH3:18].[CH3:26][CH2:27][OH:28].[H:24][H:25]>>[CH2:1]([CH3:2])[O:3][C:4](=[O:5])[NH:6][c:7]1[c:8]([C:9](=[O:10])[O:11][CH2:12][CH3:13])[c:14]([CH2:22][CH3:23])[cH:15][c:16]([NH2:19])[c:17]1[CH3:18]. Starting materials: BrC=1N=C(N2C1C(=NC=C2)C)[C@@H]2CC[C@H](CC2)N2CCN(CC2)C(C)=O (1-(4-((trans)-4-(1-bromo-8-methylimidazo[1,5-a]pyrazin-3-yl)cyclohexyl)piperazin-1-yl)ethanone), COC1=C2C=C(N(C2=CC=C1)C)C(=O)NC1=C(C=C(C=C1)B1OC(C(O1)(C)C)(C)C)OC (4-methoxy-N-(2-methoxy-4-(4,4,5,5-tetramethyl-1,3,2-dioxaborolan-2-yl)phenyl)-1-methyl-1H-indole-2-carboxamide). Product: C(C)(=O)N1CCN(CC1)[C@@H]1CC[C@H](CC1)C1=NC(=C2N1C=CN=C2C)C2=CC(=C(C=C2)NC(=O)C=2N(C1=CC=CC(=C1C2)OC)C)OC (N-(4-(3-((trans)-4-(4-acetylpiperazin-1-yl)cyclohexyl)-8-methylimidazo[1,5-a]pyrazin-1-yl)-2-methoxyphenyl)-4-methoxy-1-methyl-1H-indole-2-carboxamide). RXN SMILES: Br[C:2]1[N:3]=[C:4]([C@H:12]2[CH2:17][CH2:16][C@H:15]([N:18]3[CH2:23][CH2:22][N:21]([C:24](=[O:26])[CH3:25])[CH2:20][CH2:19]3)[CH2:14][CH2:13]2)[N:5]2[CH:10]=[CH:9][N:8]=[C:7]([CH3:11])[C:6]=12.[CH3:27][O:28][C:29]1[CH:37]=[CH:36][CH:35]=[C:34]2[C:30]=1[CH:31]=[C:32]([C:39]([NH:41][C:42]1[CH:47]=[CH:46][C:45](B3OC(C)(C)C(C)(C)O3)=[CH:44][C:43]=1[O:57][CH3:58])=[O:40])[N:33]2[CH3:38]>>[C:24]([N:21]1[CH2:22][CH2:23][N:18]([C@H:15]2[CH2:16][CH2:17][C@H:12]([C:4]3[N:5]4[CH:10]=[CH:9][N:8]=[C:7]([CH3:11])[C:6]4=[C:2]([C:45]4[CH:46]=[CH:47][C:42]([NH:41][C:39]([C:32]5[N:33]([CH3:38])[C:34]6[C:30]([CH:31]=5)=[C:29]([O:28][CH3:27])[CH:37]=[CH:36][CH:35]=6)=[O:40])=[C:43]([O:57][CH3:58])[CH:44]=4)[N:3]=3)[CH2:13][CH2:14]2)[CH2:19][CH2:20]1)(=[O:26])[CH3:25]. Procedure: Using the procedure described in example 1 step 1f 1-(4-((trans)-4-(1-bromo-8-methylimidazo[1,5-a]pyrazin-3-yl)cyclohexyl)piperazin-1-yl)ethanone (0.059 mmol, 25 mg) and 4-methoxy-N-(2-methoxy-4-(4,4,5,5-tetramethyl-1,3,2-dioxaborolan-2-yl)phenyl)-1-methyl-1H-indole-2-carboxamide (0.059 mmol, 26 mg) gave after purification on prep-HPLC (column Luna C18(2); gradient acetonitrile/water with constant 0.003M trifluoroacetic acid) 11 mg of the title compound. Reactants: COc1ccc(Br)cc1, Cc1cccc(O)c1, [Cl-], [H-], [Na+], c1ccncc1. Yields the product COc1ccc(Oc2cccc(C)c2)cc1. Reaction SMILES: [Br:12][c:13]1[cH:14][cH:15][c:16]([O:19][CH3:20])[cH:17][cH:18]1.[CH3:3][c:4]1[cH:5][cH:6][cH:7][c:8]([OH:9])[cH:10]1.[Cl-:11].[H-:1].[Na+:2].[cH:21]1[cH:22][cH:23][n:24][cH:25][cH:26]1>>[CH3:3][c:4]1[cH:5][cH:6][cH:7][c:8]([O:9][c:13]2[cH:14][cH:15][c:16]([O:19][CH3:20])[cH:17][cH:18]2)[cH:10]1.